From a dataset of the Open Reaction Database (ORD), a public repository of structured organic reaction records. describe an organic reaction: reactants, conditions, products, and yield RXN SMILES: Cl.Cl.[N:3]12[CH2:10][CH2:9][CH:6]([CH2:7][CH2:8]1)[C@@H:5]([NH2:11])[CH2:4]2.[Br:12][C:13]1[CH:14]=[C:15](/[CH:19]=[CH:20]/[C:21](O)=[O:22])[CH:16]=[CH:17][CH:18]=1>>[N:3]12[CH2:10][CH2:9][CH:6]([CH2:7][CH2:8]1)[C@@H:5]([NH:11][C:21](=[O:22])/[CH:20]=[CH:19]/[C:15]1[CH:16]=[CH:17][CH:18]=[C:13]([Br:12])[CH:14]=1)[CH2:4]2 |f:0.1.2|. Procedure: Prepared as a free base by a method analogous to that described in Example 1 from (R)-1-azabicyclo[2.2.2]oct-3-ylamine dihydrochloride and E-3-(3-bromophenyl)propenoic acid; the compound was purified by chromatography on silica gel using ammoniated methanol/chloroform mixtures as the eluent; MS (ES+) 335, 337 (MH+). Reactants: Cl.Cl.N12C[C@@H](C(CC1)CC2)N ((R)-1-azabicyclo[2.2.2]oct-3-ylamine dihydrochloride), BrC=1C=C(C=CC1)/C=C/C(=O)O (E-3-(3-bromophenyl)propenoic acid). The product is N12C[C@@H](C(CC1)CC2)NC(\C=C\C2=CC(=CC=C2)Br)=O ((R)-N-(1-Azabicyclo[2.2.2]oct-3-yl)[E-3-(3-bromophenyl)propenamide]).